Dataset: the Open Reaction Database (ORD), a public repository of structured organic reaction records. Task: describe an organic reaction: reactants, conditions, products, and yield The reactants are CCOC(=O)CCCBr, O=C([O-])[O-], COC(=O)c1ccccc1NS(=O)(=O)c1ccc(C)cc1, [K+], [K+], CN(C)C=O. Yields the product CCOC(=O)CCCN(c1ccccc1C(=O)OC)S(=O)(=O)c1ccc(C)cc1. RXN SMILES: [Br:28][CH2:29][CH2:30][CH2:31][C:32](=[O:33])[O:34][CH2:35][CH3:36].[C:22](=[O:23])([O-:24])[O-:25].[CH3:1][O:2][C:3]([c:4]1[c:5]([NH:10][S:11](=[O:12])(=[O:13])[c:14]2[cH:15][cH:16][c:17]([CH3:20])[cH:18][cH:19]2)[cH:6][cH:7][cH:8][cH:9]1)=[O:21].[K+:26].[K+:27].[O:37]=[CH:38][N:39]([CH3:40])[CH3:41]>>[CH3:1][O:2][C:3]([c:4]1[c:5]([N:10]([S:11](=[O:12])(=[O:13])[c:14]2[cH:15][cH:16][c:17]([CH3:20])[cH:18][cH:19]2)[CH2:29][CH2:30][CH2:31][C:32](=[O:33])[O:34][CH2:35][CH3:36])[cH:6][cH:7][cH:8][cH:9]1)=[O:21].